Dataset: the Open Reaction Database (ORD), a public repository of structured organic reaction records. Task: describe an organic reaction: reactants, conditions, products, and yield Reactants: CCN(C(C)C)C(C)C, ClCCl, CC(C)(N)c1nnc2ccc(-c3c(-c4ccc(F)cc4F)nc4n3CCC4)nn12, O. Yields the product CC(=O)NC(C)(C)c1nnc2ccc(-c3c(-c4ccc(F)cc4F)nc4n3CCC4)nn12. Reaction SMILES: [CH:33]([N:34]([CH:35]([CH3:36])[CH3:37])[CH2:40][CH3:41])([CH3:38])[CH3:39].[Cl:30][CH2:31][Cl:32].[F:1][c:2]1[c:3](-[c:9]2[n:10][c:11]3[n:12]([c:13]2-[c:14]2[cH:15][cH:16][c:17]4[n:18]([n:19]2)[c:20]([C:23]([CH3:24])([CH3:25])[NH2:26])[n:21][n:22]4)[CH2:27][CH2:28][CH2:29]3)[cH:4][cH:5][c:6]([F:8])[cH:7]1.[OH2:42]>>[F:1][c:2]1[c:3](-[c:9]2[n:10][c:11]3[n:12]([c:13]2-[c:14]2[cH:15][cH:16][c:17]4[n:18]([n:19]2)[c:20]([C:23]([CH3:24])([CH3:25])[NH:26][C:40]([CH3:41])=[O:42])[n:21][n:22]4)[CH2:27][CH2:28][CH2:29]3)[cH:4][cH:5][c:6]([F:8])[cH:7]1. The reactants are ClC=1C=C(C=NC1)C1=NC(=CC2=C1N(C(=N2)N2[C@H]1[C@H](OCC2)CCC1)C[C@@H]1CC[C@H](CC1)C)C#N (4-(5-chloropyridin-3-yl)-2-[(4aR,7aR)-hexahydrocyclopenta[b][1,4]oxazin-4(4aH)-yl]-3-[(trans-4-methylcyclohexyl)methyl]-3H-imidazo[4,5-c]pyridine-6-carbonitrile), [Cl-].[Li+].CC1(N(C(CCC1)(C)C)[Mg]Cl)C (2,2,6,6-tetramethylpiperidinylmagnesium chloride lithium chloride), BrN1C(=O)N(C(=O)C1(C)C)Br (1,3-dibromo-5,5-dimethylhydantoin). Run in C1CCOC1 (THF). Run at temperature -78 celsius, time 45 minute. The product is BrC=1C2=C(C(=NC1C#N)C=1C=NC=C(C1)Cl)N(C(=N2)N2[C@H]1[C@H](OCC2)CCC1)C[C@@H]1CC[C@H](CC1)C (7-bromo-4-(5-chloropyridin-3-yl)-2-[(4aR,7aR)-hexahydrocyclopenta[b][1,4]oxazin-4(4aH)-yl]-3-[(trans-4-methylcyclohexyl)methyl]-3H-imidazo[4,5-c]pyridine-6-carbonitrile). As a reaction SMILES: [Cl:1][C:2]1[CH:3]=[C:4]([C:8]2[C:13]3[N:14]([CH2:26][C@H:27]4[CH2:32][CH2:31][C@H:30]([CH3:33])[CH2:29][CH2:28]4)[C:15]([N:17]4[CH2:22][CH2:21][O:20][C@@H:19]5[CH2:23][CH2:24][CH2:25][C@@H:18]45)=[N:16][C:12]=3[CH:11]=[C:10]([C:34]#[N:35])[N:9]=2)[CH:5]=[N:6][CH:7]=1.[Cl-].[Li+].CC1(C)CCCC(C)(C)N1[Mg]Cl.[Br:50]N1C(C)(C)C(=O)N(Br)C1=O>C1COCC1>[Br:50][C:11]1[C:12]2[N:16]=[C:15]([N:17]3[CH2:22][CH2:21][O:20][C@@H:19]4[CH2:23][CH2:24][CH2:25][C@@H:18]34)[N:14]([CH2:26][C@H:27]3[CH2:32][CH2:31][C@H:30]([CH3:33])[CH2:29][CH2:28]3)[C:13]=2[C:8]([C:4]2[CH:5]=[N:6][CH:7]=[C:2]([Cl:1])[CH:3]=2)=[N:9][C:10]=1[C:34]#[N:35] |f:1.2.3|. Procedure details: To a −78° C. solution of 4-(5-chloropyridin-3-yl)-2-[(4aR,7aR)-hexahydrocyclopenta[b][1,4]oxazin-4(4aH)-yl]-3-[(trans-4-methylcyclohexyl)methyl]-3H-imidazo[4,5-c]pyridine-6-carbonitrile (Example 3.2, Step 3; 300 mg, 0.611 mmol) in THF (8 mL) was added 2,2,6,6-tetramethylpiperidinylmagnesium chloride lithium chloride complex (Aldrich, 1M in THF/toluene) (1.22 mL, 1.22 mmol). The resulting yellow solution was stirred at −78° C. for 45 minutes, and then 1,3-dibromo-5,5-dimethylhydantoin (437 mg, 1.... The reactants are N1C=C(C2=CC=CC=C12)C(C(=O)OCC(C)C)=O (isobutyl 3-indolylglyoxylate), [BH4-].[Na+] (sodium borohydride). The solvent is C(C)(C)O (isopropanol), O (water). Run at time 5 hour. Product: OCCC1=CNC2=CC=CC=C12 (3-(2-hydroxyethyl)indole). Reaction SMILES: [NH:1]1[C:9]2[C:4](=[CH:5][CH:6]=[CH:7][CH:8]=2)[C:3]([C:10](=O)[C:11](OCC(C)C)=[O:12])=[CH:2]1.[BH4-].[Na+]>C(O)(C)C.O>[OH:12][CH2:11][CH2:10][C:3]1[C:4]2[C:9](=[CH:8][CH:7]=[CH:6][CH:5]=2)[NH:1][CH:2]=1 |f:1.2|. Procedure details: A stirred suspension of isobutyl 3-indolylglyoxylate (48.5 g.) and sodium borohydride (22.7 g.) in isopropanol (500 ml.) was slowly heated to reflux and held for 5 hours. The cooled mixture was diluted with water (2 l.) and extracted with dichloromethane. The extract was washed with water, dried over magnesium sulphate and concentrated under reduced pressure to an oil which crystallised on cooling. Recrystallisation from toluene (100 ml.) gave 3-(2-hydroxyethyl)indole as a cream-coloured crystal... Starting materials: C=1C=CC(=CC1)P(C=2C=CC=CC2)C3=CC=C4C=CC=CC4=C3C5=C6C=CC=CC6=CC=C5P(C=7C=CC=CC7)C=8C=CC=CC8 (BINAP), C(=O)([O-])[O-].[Cs+].[Cs+] (Cs2CO3), ClC1=NC=C(C(=N1)NC1CC2C(CN(C2)C(=O)OC(C)(C)C)C1)Cl (tert-butyl 5-[(2,5-dichloropyrimidin-4-yl)amino]-hexahydrocyclopenta[c]pyrrole-2(1H)-carboxylate), Cl.C1(CC1)C1=CC(=NN1)N (5-cyclopropyl-1H-pyrazol-3-amine hydrochloride). The reagents and catalysts are CC(=O)[O-].CC(=O)[O-].[Pd+2] (Pd(OAc)2). Solvent: O1CCOCC1 (dioxane). Reaction conditions: temperature 150 celsius, time 2 hour. The product is ClC=1C(=NC(=NC1)NC1=NNC(=C1)C1CC1)NC1CC2C(CN(C2)C(=O)OC(C)(C)C)C1 (tert-butyl 5-((5-chloro-2-((5-cyclopropyl-1H-pyrazol-3-yl)amino)pyrimidin-4-yl)amino)hexahydrocyclopenta[c]pyrrole-2(1H)-carboxylate). The yield is 63.0%. Reaction SMILES: Cl[C:2]1[N:7]=[C:6]([NH:8][CH:9]2[CH2:23][CH:12]3[CH2:13][N:14]([C:16]([O:18][C:19]([CH3:22])([CH3:21])[CH3:20])=[O:17])[CH2:15][CH:11]3[CH2:10]2)[C:5]([Cl:24])=[CH:4][N:3]=1.Cl.[CH:26]1([C:29]2[NH:33][N:32]=[C:31]([NH2:34])[CH:30]=2)[CH2:28][CH2:27]1.C1C=CC(P(C2C(C3C(P(C4C=CC=CC=4)C4C=CC=CC=4)=CC=C4C=3C=CC=C4)=C3C(C=CC=C3)=CC=2)C2C=CC=CC=2)=CC=1.C([O-])([O-])=O.[Cs+].[Cs+]>O1CCOCC1.CC([O-])=O.CC([O-])=O.[Pd+2]>[Cl:24][C:5]1[C:6]([NH:8][CH:9]2[CH2:23][CH:12]3[CH2:13][N:14]([C:16]([O:18][C:19]([CH3:22])([CH3:21])[CH3:20])=[O:17])[CH2:15][CH:11]3[CH2:10]2)=[N:7][C:2]([NH:34][C:31]2[CH:30]=[C:29]([CH:26]3[CH2:28][CH2:27]3)[NH:33][N:32]=2)=[N:3][CH:4]=1 |f:1.2,4.5.6,8.9.10|. Procedure: To a suspension of tert-butyl 5-[(2,5-dichloropyrimidin-4-yl)amino]-hexahydrocyclopenta[c]pyrrole-2(1H)-carboxylate (373.3 mg, 1.00 mmol) and 5-cyclopropyl-1H-pyrazol-3-amine hydrochloride (376.4 mg, 2.36 mmol) in dioxane (10 mL) were added Pd(OAc)2 (75.9 mg, 0.34 mmol), BINAP (164.0 mg, 0.25 mmol) and Cs2CO3 (1.08 g, 3.31 mmol). The reaction mixture was stirred at 150° C. under microwave radiation for 2 h and concentrated in vacuo. The residue was purified by silica gel column chromatography (E... The reactants are CCOC(=O)c1nc(CCOC)sc1Nc1cccnc1, CO, [K+], [OH-], O. Yields the product COCCc1nc(C(=O)O)c(Nc2cccnc2)s1. RXN SMILES: [CH2:1]([CH3:2])[O:3][C:4](=[O:5])[c:6]1[n:7][c:8]([CH2:18][CH2:19][O:20][CH3:21])[s:9][c:10]1[NH:11][c:12]1[cH:13][n:14][cH:15][cH:16][cH:17]1.[CH3:24][OH:25].[K+:23].[OH-:22].[OH2:26]>>[O:3]=[C:4]([OH:5])[c:6]1[n:7][c:8]([CH2:18][CH2:19][O:20][CH3:21])[s:9][c:10]1[NH:11][c:12]1[cH:13][n:14][cH:15][cH:16][cH:17]1. The yield is 68.0%. Run in CN(C=O)C (dimethylformamide). As a reaction SMILES: [CH2:1]([N:3]([CH2:13][CH3:14])[C:4]1[CH:5]=[C:6]([OH:12])[C:7](=[CH:10][CH:11]=1)[CH:8]=O)[CH3:2].Cl[CH2:16][C:17]([NH2:19])=[O:18].[OH-].[K+].C(=O)([O-])[O-].[K+].[K+]>CN(C)C=O>[CH2:1]([N:3]([CH2:13][CH3:14])[C:4]1[CH:11]=[CH:10][C:7]2[CH:8]=[C:16]([C:17]([NH2:19])=[O:18])[O:12][C:6]=2[CH:5]=1)[CH3:2] |f:2.3,4.5.6|. Procedure: When 4-diethylaminosalicylaldehyde is reacted with chloroacetamide and potassium hydroxide in dimethylformamide at ambient temperature or with potassium carbonate instead of potassium hydroxide at refluxing temperature, the above benzofuran derivative is obtained in a similarly good yield. The reactants are C(C)N(C=1C=C(C(C=O)=CC1)O)CC (4-diethylaminosalicylaldehyde), ClCC(=O)N (chloroacetamide), [OH-].[K+] (potassium hydroxide), C([O-])([O-])=O.[K+].[K+] (potassium carbonate). Yields the product C(C)N(C1=CC2=C(C=C(O2)C(=O)N)C=C1)CC (6-diethylaminobenzofuran-2-carboxamide).